This data is from the Open Reaction Database (ORD), a public repository of structured organic reaction records. The task is: describe an organic reaction: reactants, conditions, products, and yield Starting materials: CCOC(=O)C(Oc1ccc(F)cc1F)c1ccc(S(=O)(=O)N2CCCCC2)cc1, C1CCOC1, CO, [Li+], [OH-], O. The product is O=C(O)C(Oc1ccc(F)cc1F)c1ccc(S(=O)(=O)N2CCCCC2)cc1. RXN SMILES: [CH2:1]([CH3:2])[O:3][C:4]([CH:5]([c:6]1[cH:7][cH:8][c:9]([S:12](=[O:13])(=[O:14])[N:15]2[CH2:16][CH2:17][CH2:18][CH2:19][CH2:20]2)[cH:10][cH:11]1)[O:21][c:22]1[c:23]([F:29])[cH:24][c:25]([F:28])[cH:26][cH:27]1)=[O:30].[CH2:33]1[O:34][CH2:35][CH2:36][CH2:37]1.[CH3:38][OH:39].[Li+:31].[OH-:32].[OH2:40]>>[O:3]=[C:4]([CH:5]([c:6]1[cH:7][cH:8][c:9]([S:12](=[O:13])(=[O:14])[N:15]2[CH2:16][CH2:17][CH2:18][CH2:19][CH2:20]2)[cH:10][cH:11]1)[O:21][c:22]1[c:23]([F:29])[cH:24][c:25]([F:28])[cH:26][cH:27]1)[OH:30]. Reactants: O=C1C=CCC1, CO, CCc1cnc(Cl)c(C=O)c1, O, c1c[nH]cn1. Product: CCc1cnc(Cl)c(C(O)C2=CCCC2=O)c1. As a reaction SMILES: [C:17]1(=[O:22])[CH:18]=[CH:19][CH2:20][CH2:21]1.[CH3:23][OH:24].[Cl:1][c:2]1[c:3]([CH:4]=[O:5])[cH:6][c:7]([CH2:10][CH3:11])[cH:8][n:9]1.[OH2:25].[nH:12]1[cH:13][cH:14][n:15][cH:16]1>>[Cl:1][c:2]1[c:3]([CH:4]([OH:5])[C:18]2=[CH:19][CH2:20][CH2:21][C:17]2=[O:22])[cH:6][c:7]([CH2:10][CH3:11])[cH:8][n:9]1. The yield is 66.7%. Run at time 24 hour. Yields the product C(C1=CC=CC=C1)OC1=C(C=CC=C1)C(C(=O)O)C(O)C1CCCCC1 ((2RS,3SR)-2-(2-benzyloxyphenyl)-3-cyclohexyl-3-hydroxypropionic acid). The reactants are C(C1=CC=CC=C1)OC1=C(C=CC=C1)C(C(=O)OC)C(O)C1CCCCC1 (methyl (2RS,3SR)-2-(2-benzyloxyphenyl)-3-cyclohexyl-3-hydroxypropionate), aqueous solution, [OH-].[Na+] (sodium hydroxide). Run in C(C)O (ethanol). Procedure: To a solution of methyl (2RS,3SR)-2-(2-benzyloxyphenyl)-3-cyclohexyl-3-hydroxypropionate (500 mg) in ethanol (10 ml) was added a 1N aqueous solution of sodium hydroxide (5 ml). After being stirred for 24 hours the mixture was concentrated under reduced pressure. The residue was washed with diethyl ether and acidified by 1N aqueous hydrochloric acid solution. The separated oily product was extracted by ethyl acetate. The organic layer was washed with brine, dried and evaporated under reduced pres... RXN SMILES: [CH2:1]([O:8][C:9]1[CH:14]=[CH:13][CH:12]=[CH:11][C:10]=1[CH:15]([CH:20]([CH:22]1[CH2:27][CH2:26][CH2:25][CH2:24][CH2:23]1)[OH:21])[C:16]([O:18]C)=[O:17])[C:2]1[CH:7]=[CH:6][CH:5]=[CH:4][CH:3]=1.[OH-].[Na+]>C(O)C>[CH2:1]([O:8][C:9]1[CH:14]=[CH:13][CH:12]=[CH:11][C:10]=1[CH:15]([CH:20]([CH:22]1[CH2:27][CH2:26][CH2:25][CH2:24][CH2:23]1)[OH:21])[C:16]([OH:18])=[O:17])[C:2]1[CH:3]=[CH:4][CH:5]=[CH:6][CH:7]=1 |f:1.2|. Starting materials: BrC1=CC=C(C(=C1C(=O)OC)C)O (methyl 6-bromo-3-hydroxy-2-methylbenzoate), C([O-])([O-])=O.[Cs+].[Cs+] (cesium carbonate), C(C)(=O)OCC (ethyl acetate), ICC (iodoethane). Run in CN(C)C=O (DMF). Conditions: temperature 65 celsius, time 30 minute. The product is BrC1=CC=C(C(=C1C(=O)OC)C)OCC (methyl 6-bromo-3-ethoxy-2-methylbenzoate). Isolated yield 96.0%. RXN SMILES: [Br:1][C:2]1[C:7]([C:8]([O:10][CH3:11])=[O:9])=[C:6]([CH3:12])[C:5]([OH:13])=[CH:4][CH:3]=1.C(=O)([O-])[O-].[Cs+].[Cs+].I[CH2:21][CH3:22].C(OCC)(=O)C>CN(C=O)C>[Br:1][C:2]1[C:7]([C:8]([O:10][CH3:11])=[O:9])=[C:6]([CH3:12])[C:5]([O:13][CH2:21][CH3:22])=[CH:4][CH:3]=1 |f:1.2.3|. Reported procedure: To a solution of methyl 6-bromo-3-hydroxy-2-methylbenzoate (114b, 0.701 g, 2.86 mmol) in DMF (6 mL) was added cesium carbonate (0.997 g, 3.0 mmol) and then iodoethane (0.400 mL, 5.00 mmol). The reaction was stirred at 65° C. for 30 minutes. The reaction mixture was poured into ethyl acetate and washed with water (×2). The ethyl acetate layer was concentrated under vacuum to give methyl 6-bromo-3-ethoxy-2-methylbenzoate (114c, 0.75 g, 96% yield) as a clear oil. Solvent: CN(C)C=O (DMF), CO (methanol). Reactants: C(C)(=O)N1C(C(C2=CC(=CC=C12)[N+](=O)[O-])=C(C1=CC=CC=C1)OCC)=O (1-acetyl-3-(1-ethoxy-1-phenyl-methylidene)-5-nitro-2-indolinone), C(C)(C)(C)OC(=O)NCC1=CC=C(N)C=C1 (4-tert.butoxycarbonylaminomethyl-aniline), [OH-].[Na+] (sodium hydroxide). Procedure details: Prepared analogously to Example 82 from 1-acetyl-3-(1-ethoxy-1-phenyl-methylidene)-5-nitro-2-indolinone and 4-tert.butoxycarbonylaminomethyl-aniline in DMF and subsequent treatment with sodium hydroxide solution in methanol. Reaction SMILES: C([N:4]1[C:12]2[C:7](=[CH:8][C:9]([N+:13]([O-:15])=[O:14])=[CH:10][CH:11]=2)[C:6](=[C:16](OCC)[C:17]2[CH:22]=[CH:21][CH:20]=[CH:19][CH:18]=2)[C:5]1=[O:26])(=O)C.[C:27]([O:31][C:32]([NH:34][CH2:35][C:36]1[CH:42]=[CH:41][C:39]([NH2:40])=[CH:38][CH:37]=1)=[O:33])([CH3:30])([CH3:29])[CH3:28].[OH-].[Na+]>CN(C=O)C.CO>[C:27]([O:31][C:32]([NH:34][CH2:35][C:36]1[CH:42]=[CH:41][C:39]([NH:40]/[C:16](=[C:6]2\[C:5](=[O:26])[NH:4][C:12]3[C:7]\2=[CH:8][C:9]([N+:13]([O-:15])=[O:14])=[CH:10][CH:11]=3)/[C:17]2[CH:22]=[CH:21][CH:20]=[CH:19][CH:18]=2)=[CH:38][CH:37]=1)=[O:33])([CH3:30])([CH3:28])[CH3:29] |f:2.3|. Product: C(C)(C)(C)OC(=O)NCC1=CC=C(C=C1)N\C(\C1=CC=CC=C1)=C\1/C(NC2=CC=C(C=C12)[N+](=O)[O-])=O ((Z)-3-[1-(4-tert.butoxycarbonylaminomethyl-phenylamino)-1-phenyl-methylidene]-5-nitro-2-indolinone). Reactants: CO, Cn1c(=O)c2cc([N+](=O)[O-])cnc2n(C)c1=O. Yields the product Cn1c(=O)c2cc(N)cnc2n(C)c1=O. RXN SMILES: [CH3:18][OH:19].[N+:1]([O-:2])(=[O:3])[c:4]1[cH:5][c:6]2[c:7]([n:8]([CH3:15])[c:9](=[O:14])[n:10]([CH3:13])[c:11]2=[O:12])[n:16][cH:17]1>>[NH2:1][c:4]1[cH:5][c:6]2[c:7]([n:8]([CH3:15])[c:9](=[O:14])[n:10]([CH3:13])[c:11]2=[O:12])[n:16][cH:17]1. Starting materials: O (water), ClC1=CC(=NC2=CC=CC=C12)C (4-chloro-2-methylquinoline), C([O-])([O-])=O.[K+].[K+] (potassium carbonate), N1C=C(C=2C1=NC=CC2)C(=O)OC (methyl 1H-pyrrolo[2,3-b]pyridine-3-carboxylate). Solvent: CS(=O)C (dimethyl sulfoxide). Conditions: temperature 120 celsius. Yields the product CC1=NC2=CC=CC=C2C(=C1)N1C=C(C=2C1=NC=CC2)C(=O)OC (methyl 1-(2-methylquinolin-4-yl)-1H-pyrrolo[2,3-b]pyridine-3-carboxylate). Yield: 17.0%. RXN SMILES: Cl[C:2]1[C:11]2[C:6](=[CH:7][CH:8]=[CH:9][CH:10]=2)[N:5]=[C:4]([CH3:12])[CH:3]=1.C(=O)([O-])[O-].[K+].[K+].[NH:19]1[C:23]2=[N:24][CH:25]=[CH:26][CH:27]=[C:22]2[C:21]([C:28]([O:30][CH3:31])=[O:29])=[CH:20]1.O>CS(C)=O>[CH3:12][C:4]1[CH:3]=[C:2]([N:19]2[C:23]3=[N:24][CH:25]=[CH:26][CH:27]=[C:22]3[C:21]([C:28]([O:30][CH3:31])=[O:29])=[CH:20]2)[C:11]2[C:6](=[CH:7][CH:8]=[CH:9][CH:10]=2)[N:5]=1 |f:1.2.3|. Reported procedure: 5.5 g (31 mmol) of 4-chloro-2-methylquinoline and 8.9 g (65 mmol) of potassium carbonate were added to 4.6 g (26 mmol) of methyl 1H-pyrrolo[2,3-b]pyridine-3-carboxylate in 93 cm3 of dimethyl sulfoxide under argon. The reaction mixture was heated at a temperature in the region of 120° C. for 16 h, then it was cooled to a temperature in the region of 20° C. and treated with 250 cm3 of water. The aqueous phase was extracted with 250 cm3 and then 125 cm3 of ethyl acetate. The organic extracts were c... As a reaction SMILES: NN.[NH2:3][C:4]1[C:13]2[N:14]=[CH:15][N:16]([CH2:17][CH2:18][CH2:19][CH2:20][O:21][N:22]3C(=O)C4C(=CC=CC=4)C3=O)[C:12]=2[C:11]2[CH2:10][CH2:9][CH2:8][CH2:7][C:6]=2[N:5]=1>C(O)C>[NH2:22][O:21][CH2:20][CH2:19][CH2:18][CH2:17][N:16]1[C:12]2[C:11]3[CH2:10][CH2:9][CH2:8][CH2:7][C:6]=3[N:5]=[C:4]([NH2:3])[C:13]=2[N:14]=[CH:15]1. Product: NOCCCCN1C=NC=2C(=NC=3CCCCC3C21)N (1-[4-(aminooxy)butyl]-6,7,8,9-tetrahydro-1H-imidazo[4,5-c]quinolin4-amine). The solvent is C(C)O (ethanol). Starting materials: NN (hydrazine), NC1=NC=2CCCCC2C2=C1N=CN2CCCCON2C(C1=CC=CC=C1C2=O)=O (2-[4-(4-amino-6,7,8,9-tetrahydro-1H-imidazo[4,5-c]quinolin-1-yl)butoxy]-1H-isoindole-1,3(2H)-dione), NN (hydrazine). Run at time 8 hour. Reported procedure: Anhydrous hydrazine (94 mg, 2.96 mmol) was added to 2-[4-(4-amino-6,7,8,9-tetrahydro-1H-imidazo[4,5-c]quinolin-1-yl)butoxy]-1H-isoindole-1,3(2H)-dione (600 mg, 1.48 mmol) in ethanol (25 mL) at ambient temperature. The reaction was stirred overnight, and additional hydrazine (2 equivalents) was added. After sting for 2 hours at ambient temperature, the reaction was concentrated under reduced pressure. The residue was diluted with dichloromethane and concentrated under reduced pressure three times... The yield is 135.0%. The reactants are STEEL, C(C)(C)(C)OOC(C)(C)C1=CC(=CC=C1)C(C)(C)OOC(C)(C)C (1,3-bis(t-butylperoxyisopropyl)benzene), CC(C)(C)N1C2=C(C(=N1)C3=CC=C(C=C3)Cl)C(=NC=N2)N (PP-2), CC(C)(C)N1C2=C(C(=N1)C3=CC=C(C=C3)Cl)C(=NC=N2)N (PP-2), ethylene-propylene copolymer, CC(C)(C)N1C2=C(C(=N1)C3=CC=C(C=C3)Cl)C(=NC=N2)N (PP-2), CC(C)(C)N1C2=C(C(=N1)C3=CC=C(C=C3)Cl)C(=NC=N2)N (PP-2), ethylene-propylene copolymer, C1(\C=C/C(=O)O1)=O (maleic anhydride), C=CC1=CC=CC=C1 (styrene), C=CC (propylene). Product: C1(\C=C/C(=O)O1)=O.C=CC1=CC=CC=C1 (maleic anhydride styrene). Reaction SMILES: CC(N1N=[C:8]([C:10]2[CH:15]=[CH:14][C:13](Cl)=[CH:12][CH:11]=2)[C:7]2C(N)=NC=NC1=2)(C)C.[C:22]1(=[O:28])[O:27][C:25](=[O:26])[CH:24]=[CH:23]1.C=CC1C=CC=CC=1.C=CC.C(OOC(C1C=CC=C(C(OOC(C)(C)C)(C)C)C=1)(C)C)(C)(C)C>>[C:25]1(=[O:26])[O:27][C:22](=[O:28])[CH:23]=[CH:24]1.[CH2:7]=[CH:8][C:10]1[CH:15]=[CH:14][CH:13]=[CH:12][CH:11]=1 |f:5.6|. Procedure: A thermoplastic resin composition was produced in the same manner as in Example 40, except that in place of MS-PP-2 and MS-EPM-2, a co-grafting product of the starting polypropylene for MS-PP-2 and the starting ethylene-propylene copolymer rubber for MS-EPM-2 was used. In a Hensachel mixer, 100 parts by weight of a blend of powder of the starting polypropylene for MS-PP-2 and pellets of the starting ethylene-propylene copolymer rubber for MS-EPM-2 in the ratio of 55:23 was uniformly mixed with 1...